Dataset: the Open Reaction Database (ORD), a public repository of structured organic reaction records. Task: describe an organic reaction: reactants, conditions, products, and yield Reactants: C(=O)(OC(C)(C)C)N1CCC(CC1)=O (Boc-4-piperidone), N1=CC=CC=2CCCC(C12)N (5,6,7,8-Tetrahydro-quinolin-8-ylamine), C(C)(=O)O[BH-](OC(C)=O)OC(C)=O.[Na+] (sodium triacetoxyborohydride), C(C)(=O)O (acetic acid). The solvent is C1CCOC1 (THF). The product is C(C)(C)(C)OC(=O)N1CCC(CC1)NC1CCCC=2C=CC=NC12 (4-(5,6,7,8-Tetrahydro-quinolin-8-ylamino)-piperidine-1-carboxylic acid tert-butyl ester). Isolated yield 98.0%. As a reaction SMILES: [C:1]([N:8]1[CH2:13][CH2:12][C:11](=O)[CH2:10][CH2:9]1)([O:3][C:4]([CH3:7])([CH3:6])[CH3:5])=[O:2].[N:15]1[C:24]2[CH:23]([NH2:25])[CH2:22][CH2:21][CH2:20][C:19]=2[CH:18]=[CH:17][CH:16]=1.C(O[BH-](OC(=O)C)OC(=O)C)(=O)C.[Na+].C(O)(=O)C>C1COCC1>[C:4]([O:3][C:1]([N:8]1[CH2:13][CH2:12][CH:11]([NH:25][CH:23]2[C:24]3[N:15]=[CH:16][CH:17]=[CH:18][C:19]=3[CH2:20][CH2:21][CH2:22]2)[CH2:10][CH2:9]1)=[O:2])([CH3:7])([CH3:6])[CH3:5] |f:2.3|. Reported procedure: Using general procedure B: Reaction of Boc-4-piperidone (641 mg, 3.22 mmol 5,6,7,8-Tetrahydro-quinolin-8-ylamine (476 mg, 3.22 mmol), sodium triacetoxyborohydride (1.36 g, 6.44 mmol) and acetic acid (0.25 mL) in THF (25 mL) at room temperature under N2 for 20 min afforded the title compound (1.05 g, 98%) as a yellow oil. The reactants are CC([O-])C.[Li+] (lithium isopropoxide), CC([O-])C.C[Ga+]C (dimethylgallium isopropoxide). Run in C(C)OCC (diethyl ether). Product: CC([O-])C.C[Ga+]C.[Li+].CC([O-])C (Lithium Dimethylgallium Isopropoxide). The yield is 85.0%. RXN SMILES: [CH3:1][CH:2]([CH3:4])[O-:3].[Li+:5].[CH3:6][CH:7]([CH3:9])[O-:8].[CH3:10][Ga+:11][CH3:12]>C(OCC)C>[CH3:1][CH:2]([CH3:4])[O-:3].[CH3:10][Ga+:11][CH3:12].[Li+:5].[CH3:6][CH:7]([CH3:9])[O-:8] |f:0.1,2.3,5.6.7.8|. Reported procedure: 1.32 g (20.0 mmol) of lithium isopropoxide was added to 3.18 g (20.0 mmol) of dimethylgallium isopropoxide dissolved in diethyl ether and stirred for a day. The solvent was removed under a reduced pressure to obtain 3.82 g (17.0 mmol; 85% yield) of the title compound in the form of a white solid. The reactants are CN(C)CCCCC1CCCCN1, CCOC(C)=O, O=C1Nc2cccnc2N(C(=O)Cl)c2ccccc21. Yields the product CN(C)CCCCC1CCCCN1C(=O)N1c2ccccc2C(=O)Nc2cccnc21. As a reaction SMILES: [CH3:20][N:21]([CH2:22][CH2:23][CH2:24][CH2:25][CH:26]1[NH:27][CH2:28][CH2:29][CH2:30][CH2:31]1)[CH3:32].[CH3:33][CH2:34][O:35][C:36](=[O:37])[CH3:38].[Cl:1][C:2](=[O:3])[N:4]1[c:5]2[c:6]([cH:16][cH:17][cH:18][n:19]2)[NH:7][C:8](=[O:15])[c:9]2[c:10]1[cH:11][cH:12][cH:13][cH:14]2>>[C:2](=[O:3])([N:4]1[c:5]2[c:6]([cH:16][cH:17][cH:18][n:19]2)[NH:7][C:8](=[O:15])[c:9]2[c:10]1[cH:11][cH:12][cH:13][cH:14]2)[N:27]1[CH:26]([CH2:25][CH2:24][CH2:23][CH2:22][N:21]([CH3:20])[CH3:32])[CH2:31][CH2:30][CH2:29][CH2:28]1. Reactants: ClC1=CN(C2=CC=C(C=C12)C1=NOC(=N1)C=1C=C(C(=CC1)OC)C1=CC=CC=C1)CCC(=O)OCC (Ethyl 3-(3-chloro-5-{5-[6-(methyloxy)-3-biphenylyl]-1,2,4-oxadiazol-3-yl}-1H-indol-1-yl)propanoate), [OH-].[Na+] (sodium hydroxide). Run in C(C)O (ethanol). Run at temperature 50 celsius, time 30 minute. Product: ClC1=CN(C2=CC=C(C=C12)C1=NOC(=N1)C=1C=C(C(=CC1)OC)C1=CC=CC=C1)CCC(=O)[O-].[Na+] (Sodium 3-(3-chloro-5-{5-[6-(methyloxy)-3-biphenylyl]-1,2,4-oxadiazol-3-yl}-1H-indol-1-yl)propanoate), white solid. As a reaction SMILES: [Cl:1][C:2]1[C:10]2[C:5](=[CH:6][CH:7]=[C:8]([C:11]3[N:15]=[C:14]([C:16]4[CH:17]=[C:18]([C:24]5[CH:29]=[CH:28][CH:27]=[CH:26][CH:25]=5)[C:19]([O:22][CH3:23])=[CH:20][CH:21]=4)[O:13][N:12]=3)[CH:9]=2)[N:4]([CH2:30][CH2:31][C:32]([O:34]CC)=[O:33])[CH:3]=1.[OH-].[Na+:38]>C(O)C>[Cl:1][C:2]1[C:10]2[C:5](=[CH:6][CH:7]=[C:8]([C:11]3[N:15]=[C:14]([C:16]4[CH:17]=[C:18]([C:24]5[CH:29]=[CH:28][CH:27]=[CH:26][CH:25]=5)[C:19]([O:22][CH3:23])=[CH:20][CH:21]=4)[O:13][N:12]=3)[CH:9]=2)[N:4]([CH2:30][CH2:31][C:32]([O-:34])=[O:33])[CH:3]=1.[Na+:38] |f:1.2,4.5|. Procedure details: Ethyl 3-(3-chloro-5-{5-[6-(methyloxy)-3-biphenylyl]-1,2,4-oxadiazol-3-yl}-1H-indol-1-yl)propanoate (D107) (90 mg, 0.18 mmol) was heated in ethanol (10 ml) to give a clear solution. This solution was treated with 2N sodium hydroxide (3 ml, 6 mmol) and stirred at 50° C. for 30 minutes. Evaporated off the ethanol and filtered off the white solid that precipitated out of solution, washing the solid with a small amount of water and ether. Stirred solid in a small amount of acetone for 1 hour, filtere...